This data is from the Open Reaction Database (ORD), a public repository of structured organic reaction records. The task is: describe an organic reaction: reactants, conditions, products, and yield The reactants are CC(=O)OC(C)CCCCn1c(=O)c2c(=O)cc(C)[nH]c2n(C)c1=O, O=C([O-])O, CCOCC, Cl, [Na+]. Yields the product Cc1cc(=O)c2c(=O)n(CCCCC(C)O)c(=O)n(C)c2[nH]1. RXN SMILES: [C:1](=[O:2])([CH3:3])[O:4][CH:5]([CH2:6][CH2:7][CH2:8][CH2:9][n:10]1[c:11](=[O:24])[n:12]([CH3:23])[c:13]2[c:14]([c:15]1=[O:16])[c:17](=[O:22])[cH:18][c:19]([CH3:21])[nH:20]2)[CH3:25].[C:27](=[O:28])([OH:29])[O-:30].[CH3:32][CH2:33][O:34][CH2:35][CH3:36].[ClH:26].[Na+:31]>>[OH:4][CH:5]([CH2:6][CH2:7][CH2:8][CH2:9][n:10]1[c:11](=[O:24])[n:12]([CH3:23])[c:13]2[c:14]([c:15]1=[O:16])[c:17](=[O:22])[cH:18][c:19]([CH3:21])[nH:20]2)[CH3:25]. Procedure details: 4-Chlorobenzenesulphonyl chloride (0.31 g) in chloroform (2 ml) was added to a rapidly stirred solution of 7-aminohept-5-ynoic acid (0.2 g) and sodium hydroxide (0.21 g) in water (3 ml) and stirring was continued for 24 hours. The solution was extracted with chloroform (4×10 ml). The remaining aqueous layer was cooled, treated with hydrochloric acid and the resulting precipitate was collected by filtration and recrystallised from isopropanol-water to give the title compound (0.085 g). m.p. 91°-9... Reaction conditions: time 24 hour. Yields the product ClC1=CC=C(C=C1)S(=O)(=O)NCC#CCCCC(=O)O (7-(4-Chlorobenzenesulphonamido)hept-5-ynoic Acid). Isolated yield 19.0%. Reaction SMILES: [Cl:1][C:2]1[CH:7]=[CH:6][C:5]([S:8](Cl)(=[O:10])=[O:9])=[CH:4][CH:3]=1.[NH2:12][CH2:13][C:14]#[C:15][CH2:16][CH2:17][CH2:18][C:19]([OH:21])=[O:20].[OH-].[Na+]>C(Cl)(Cl)Cl.O>[Cl:1][C:2]1[CH:7]=[CH:6][C:5]([S:8]([NH:12][CH2:13][C:14]#[C:15][CH2:16][CH2:17][CH2:18][C:19]([OH:21])=[O:20])(=[O:10])=[O:9])=[CH:4][CH:3]=1 |f:2.3|. The solvent is C(Cl)(Cl)Cl (chloroform), O (water). Starting materials: ClC1=CC=C(C=C1)S(=O)(=O)Cl (4-Chlorobenzenesulphonyl chloride), NCC#CCCCC(=O)O (7-aminohept-5-ynoic acid), [OH-].[Na+] (sodium hydroxide).